From a dataset of the Open Reaction Database (ORD), a public repository of structured organic reaction records. describe an organic reaction: reactants, conditions, products, and yield Starting materials: O=C1CCC(=O)N1Br, CCn1c(-c2ccc(OCCO)cc2)c(C#N)c2ccc(OC)cc21, ClCCl, c1ccc(P(c2ccccc2)c2ccccc2)cc1. Yields the product CCn1c(-c2ccc(OCCBr)cc2)c(C#N)c2ccc(OC)cc21. Reaction SMILES: [Br:45][N:46]1[C:47](=[O:48])[CH2:49][CH2:50][C:51]1=[O:52].[CH2:1]([CH3:2])[n:3]1[c:4](-[c:16]2[cH:17][cH:18][c:19]([O:22][CH2:23][CH2:24][OH:25])[cH:20][cH:21]2)[c:5]([C:14]#[N:15])[c:6]2[cH:7][cH:8][c:9]([O:12][CH3:13])[cH:10][c:11]12.[Cl:53][CH2:54][Cl:55].[c:26]1([P:27]([c:28]2[cH:29][cH:30][cH:31][cH:32][cH:33]2)[c:34]2[cH:35][cH:36][cH:37][cH:38][cH:39]2)[cH:40][cH:41][cH:42][cH:43][cH:44]1>>[CH2:1]([CH3:2])[n:3]1[c:4](-[c:16]2[cH:17][cH:18][c:19]([O:22][CH2:23][CH2:24][Br:45])[cH:20][cH:21]2)[c:5]([C:14]#[N:15])[c:6]2[cH:7][cH:8][c:9]([O:12][CH3:13])[cH:10][c:11]12. Reactants: Br, COC(=O)N1CCC(c2cc(=O)[nH]o2)CC1CCC(C)(C)C. Product: CC(C)(C)CCC1CC(c2cc(=O)[nH]o2)CCN1. As a reaction SMILES: [BrH:23].[CH3:1][C:2]([CH2:3][CH2:4][CH:5]1[N:6]([C:17]([O:18][CH3:19])=[O:20])[CH2:7][CH2:8][CH:9]([c:11]2[cH:12][c:13](=[O:16])[nH:14][o:15]2)[CH2:10]1)([CH3:21])[CH3:22]>>[CH3:1][C:2]([CH2:3][CH2:4][CH:5]1[NH:6][CH2:7][CH2:8][CH:9]([c:11]2[cH:12][c:13](=[O:16])[nH:14][o:15]2)[CH2:10]1)([CH3:21])[CH3:22]. Starting materials: C1CCOC1, CC(C)=CC(=O)Cl, Oc1ccccc1. Product: CC(C)=CC(=O)Oc1ccccc1. Reaction SMILES: [CH2:15]1[O:16][CH2:17][CH2:18][CH2:19]1.[CH3:8][C:9](=[CH:10][C:11](=[O:12])[Cl:13])[CH3:14].[OH:1][c:2]1[cH:3][cH:4][cH:5][cH:6][cH:7]1>>[O:1]([c:2]1[cH:3][cH:4][cH:5][cH:6][cH:7]1)[C:11]([CH:10]=[C:9]([CH3:8])[CH3:14])=[O:12]. Starting materials: O=C([O-])[O-], C=CC#N, [Cs+], [Cs+], C1COCCO1, CSc1nc(N)nc(-c2ccco2)c1I. Product: CSc1nc(N)nc(-c2ccco2)c1C=CC#N. Reaction SMILES: [C:20](=[O:21])([O-:22])[O-:23].[CH2:16]=[CH:17][C:18]#[N:19].[Cs+:24].[Cs+:25].[O:26]1[CH2:27][CH2:28][O:29][CH2:30][CH2:31]1.[o:1]1[c:2](-[c:6]2[n:7][c:8]([NH2:15])[n:9][c:10]([S:13][CH3:14])[c:11]2[I:12])[cH:3][cH:4][cH:5]1>>[o:1]1[c:2](-[c:6]2[n:7][c:8]([NH2:15])[n:9][c:10]([S:13][CH3:14])[c:11]2[CH:16]=[CH:17][C:18]#[N:19])[cH:3][cH:4][cH:5]1.